From a dataset of the Open Reaction Database (ORD), a public repository of structured organic reaction records. describe an organic reaction: reactants, conditions, products, and yield Starting materials: CCOCCl, [Li]CCCC, CCCCCC, ClCCl, C1CCOC1, c1c[nH]cn1. Yields the product CCOCn1ccnc1. As a reaction SMILES: [CH2:11]([CH3:12])[O:13][CH2:14][Cl:15].[CH2:6]([Li:7])[CH2:8][CH2:9][CH3:10].[CH3:24][CH2:25][CH2:26][CH2:27][CH2:28][CH3:29].[Cl:16][CH2:17][Cl:18].[O:19]1[CH2:20][CH2:21][CH2:22][CH2:23]1.[nH:1]1[cH:2][n:3][cH:4][cH:5]1>>[n:1]1([CH2:14][O:13][CH2:11][CH3:12])[cH:2][n:3][cH:4][cH:5]1. Reactants: Cl (HCl), BrC1=C(C=C(C(=O)O)C=C1C)C (4-bromo-3,5-dimethylbenzoic acid), CN(C)C=O (DMF), C(CCC)[Li] (n-butyllithium). The solvent is C1CCOC1 (THF). Conditions: temperature -78 celsius, time 1.5 hour. Product: C(=O)C1=C(C=C(C(=O)O)C=C1C)C (4-formyl-3,5-dimethyl-benzoic acid). As a reaction SMILES: Br[C:2]1[C:10]([CH3:11])=[CH:9][C:5]([C:6]([OH:8])=[O:7])=[CH:4][C:3]=1[CH3:12].C([Li])CCC.CN([CH:21]=[O:22])C.Cl>C1COCC1>[CH:21]([C:2]1[C:10]([CH3:11])=[CH:9][C:5]([C:6]([OH:8])=[O:7])=[CH:4][C:3]=1[CH3:12])=[O:22]. Procedure details: A solution of 4-bromo-3,5-dimethylbenzoic acid (0.92 g, 4 mmol) in THF (10 mL) was cooled down to −100° C. with N2(I)-Et2O bath and added n-butyllithium (1.6 M in hexanes, 5 mL, 8 mmol) slowly. After completion of addition, the reaction mixture was warmed to −78° C. and DMF (0.74 mL, 8 mmol) was added dropwise. The resulting mixture was stirred at −78° C. for 1.5 h and allowed to warm to −20° C., followed by the addition of 2N aqueous HCl (30 mL). The organic phase was separated and the aqueous ... Reactants: OC1=CC=C(C=C1)SC1=CC=C(C=C1)O (bis(4-hydroxyphenyl) sulfide), [I-].[K+] (potassium iodide), COCCCl (2-chloroethyl methyl ether), C([O-])([O-])=O.[K+].[K+] (potassium carbonate), CCCCCC (hexane). Solvent: CN(C)C=O (DMF), O (water), C1(=CC=CC=C1)C (toluene). Product: COCCOC1=CC=C(C=C1)SC1=CC=C(C=C1)OCCOC (bis[4-(2-methoxy-ethoxy)phenyl]sulfide). Isolated yield 74.0%. As a reaction SMILES: [OH:1][C:2]1[CH:7]=[CH:6][C:5]([S:8][C:9]2[CH:14]=[CH:13][C:12]([OH:15])=[CH:11][CH:10]=2)=[CH:4][CH:3]=1.[CH3:16][O:17][CH2:18][CH2:19]Cl.[C:21](=[O:24])([O-])[O-].[K+].[K+].[I-].[K+].[CH3:29][CH2:30]CCCC>C1(C)C=CC=CC=1.O.CN(C=O)C>[CH3:16][O:17][CH2:18][CH2:19][O:15][C:12]1[CH:13]=[CH:14][C:9]([S:8][C:5]2[CH:6]=[CH:7][C:2]([O:1][CH2:29][CH2:30][O:24][CH3:21])=[CH:3][CH:4]=2)=[CH:10][CH:11]=1 |f:2.3.4,5.6|. Procedure details: A solution was prepared by combining 25.0 g of bis(4-hydroxyphenyl) sulfide, 20.7 g of 2-chloroethyl methyl ether, 31.7 g of potassium carbonate, 3.62 g of potassium iodide, and 50 g of DMF. The solution was aged at 80° C. for 1 week. Under ice cooling, 50 g of water was added to the solution to quench the reaction. To the solution, 50 g of toluene and 50 g of hexane were added. The organic layer was separated and washed with water. On subsequent concentration in vacuum, 28.5 g of the target com... Starting materials: NC(=S)N (thiourea), COC(C)(N(C)C)OC (N,N-dimethylacetamide dimethylacetal), IC (iodomethane), C1CCOC1 (THF). Solvent: C(Cl)Cl (DCM). Run at time 5 hour. Product: CN(C(C)=NC(SC)=N)C ((1-Dimethylamino-ethylidene)-2-methyl-isothiourea). Reaction SMILES: [NH2:1][C:2]([NH2:4])=[S:3].CO[C:7](OC)([N:9]([CH3:11])[CH3:10])[CH3:8].[CH2:14]1COCC1.IC>C(Cl)Cl>[CH3:10][N:9]([CH3:11])[C:7](=[N:1][C:2](=[NH:4])[S:3][CH3:14])[CH3:8]. Reported procedure: To the slurry of thiourea (13.6 g, 178.6 mmol) in 130 mL DCM was added N,N-dimethylacetamide dimethylacetal (25 g, 187.6 mmol). The reaction mixture was stirred at room temperature for 5 hours. The mixture was condensed under reduced pressure providing an orange residue. To the residue was added 100 mL THF resulting orange suspension. To the suspension was added iodomethane (14.5 mL) under ice bath, and it was warmed to room temperature. The mixture was further stirred at room temperature for 2 ...